From a dataset of the Open Reaction Database (ORD), a public repository of structured organic reaction records. describe an organic reaction: reactants, conditions, products, and yield The reactants are C1(=CC=CC=C1)[Li] (phenyllithium), C(C)(C)(C)OC(=O)NCCCN1C(N(C=C(C1=O)Br)CC1=CC=CC=C1)=O (3-(3-tert-butoxycarbonylaminopropyl)-1-benzyl-5-bromo-1H-pyrimidine-2,4-dione). Reagents/catalysts: [Cl-].[Zn+2].[Cl-] (zinc chloride), C=1C=CC(=CC1)[P](C=2C=CC=CC2)(C=3C=CC=CC3)[Pd]([P](C=4C=CC=CC4)(C=5C=CC=CC5)C=6C=CC=CC6)([P](C=7C=CC=CC7)(C=8C=CC=CC8)C=9C=CC=CC9)[P](C=1C=CC=CC1)(C=1C=CC=CC1)C=1C=CC=CC1 (Tetrakis(triphenylphosphine)palladium(0)). The solvent is C([O-])(O)=O.[Na+] (sodium bicarbonate). Reaction conditions: time 20 hour. Yields the product C(C)(C)(C)OC(=O)NCCCN1C(N(C=C(C1=O)C1=CC=CC=C1)CC1=CC=CC=C1)=O (3-(3-tert-butoxycarbonylaminopropyl)-1-benzyl-5-phenyl-1H-pyrimidine-2,4-dione). RXN SMILES: [C:1]1([Li])[CH:6]=[CH:5][CH:4]=[CH:3][CH:2]=1.[C:8]([O:12][C:13]([NH:15][CH2:16][CH2:17][CH2:18][N:19]1[C:24](=[O:25])[C:23](Br)=[CH:22][N:21]([CH2:27][C:28]2[CH:33]=[CH:32][CH:31]=[CH:30][CH:29]=2)[C:20]1=[O:34])=[O:14])([CH3:11])([CH3:10])[CH3:9]>[Cl-].[Zn+2].[Cl-].C1C=CC([P]([Pd]([P](C2C=CC=CC=2)(C2C=CC=CC=2)C2C=CC=CC=2)([P](C2C=CC=CC=2)(C2C=CC=CC=2)C2C=CC=CC=2)[P](C2C=CC=CC=2)(C2C=CC=CC=2)C2C=CC=CC=2)(C2C=CC=CC=2)C2C=CC=CC=2)=CC=1.C(=O)(O)[O-].[Na+]>[C:8]([O:12][C:13]([NH:15][CH2:16][CH2:17][CH2:18][N:19]1[C:24](=[O:25])[C:23]([C:1]2[CH:6]=[CH:5][CH:4]=[CH:3][CH:2]=2)=[CH:22][N:21]([CH2:27][C:28]2[CH:29]=[CH:30][CH:31]=[CH:32][CH:33]=2)[C:20]1=[O:34])=[O:14])([CH3:11])([CH3:9])[CH3:10] |f:2.3.4,6.7,^1:41,43,62,81|. Reported procedure: A solution of zinc chloride (0.5 M in tetrahydrofuran, 2.3 mL, 1.1 mL) and a solution of phenyllithium (1.8 M in tetrahydrofuran, 3.2 mL, 5.7 mmol) were stirred together at −78° C. under inert atmosphere for 10 min when the reaction was warmed to ambient temperature. Tetrakis(triphenylphosphine)palladium(0) (66 mg, 0.057 mmol) and 3-(3-tert-butoxycarbonylaminopropyl)-1-benzyl-5-bromo-1H-pyrimidine-2,4-dione (500 mg, 1.1 mmol) were added and the reaction stirred at ambient temperature 20 h. The r... Reactants: Cl.NCC(=O)OC (methyl glycinate hydrochloride), C(=O)(OC(C)(C)C)N[C@H](C)C(=O)O (Boc-D-alanine), C(C(C)C)OC(=O)Cl (isobutylchloroformate), CN1CCOCC1 (N-methylmorpholine). The solvent is C(Cl)Cl (methylene chloride). Reaction conditions: temperature -70 celsius. Yields the product C(=O)(OC(C)(C)C)N[C@H](C)C(=O)NCC(=O)OC (methyl Boc-D-alanylglycinate). As a reaction SMILES: [C:1]([NH:8][C@@H:9]([C:11]([OH:13])=O)[CH3:10])([O:3][C:4]([CH3:7])([CH3:6])[CH3:5])=[O:2].CN1CCOCC1.C(OC(Cl)=O)C(C)C.Cl.[NH2:30][CH2:31][C:32]([O:34][CH3:35])=[O:33]>C(Cl)Cl>[C:1]([NH:8][C@@H:9]([C:11]([NH:30][CH2:31][C:32]([O:34][CH3:35])=[O:33])=[O:13])[CH3:10])([O:3][C:4]([CH3:5])([CH3:6])[CH3:7])=[O:2] |f:3.4|. Reported procedure: 18.9 Grams of Boc-D-alanine are dissolved in 100 ml of methylene chloride, and 22.0 ml of N-methylmorpholine is added. The solution is cooled to -70° C. and 13.0 ml of isobutylchloroformate is added. The reaction mixture is warmed to -15° C. and again cooled to -70° C. and 12.6 g of methyl glycinate hydrochloride is added. The reaction mixture is stirred for sixteen hours at room temperature then extracted three times with a 1.0 M solution of potassium bisulfate, saturated potassium bicarbonate ... As a reaction SMILES: [Cl:1][c:2]1[cH:3][c:4]2[c:5]([n:6][n:7]1)[CH2:8][CH2:9][N:10]([C:12]([c:13]1[cH:14][c:15]([O:23][CH3:24])[c:16]([O:21][CH3:22])[c:17]([O:19][CH3:20])[cH:18]1)=[O:25])[CH2:11]2.[NH2:27][NH2:28].[O:29]1[CH2:30][CH2:31][O:32][CH2:33][CH2:34]1.[OH2:26]>>[c:2]1([NH:27][NH2:28])[cH:3][c:4]2[c:5]([n:6][n:7]1)[CH2:8][CH2:9][N:10]([C:12]([c:13]1[cH:14][c:15]([O:23][CH3:24])[c:16]([O:21][CH3:22])[c:17]([O:19][CH3:20])[cH:18]1)=[O:25])[CH2:11]2. Product: COc1cc(C(=O)N2CCc3nnc(NN)cc3C2)cc(OC)c1OC. Starting materials: COc1cc(C(=O)N2CCc3nnc(Cl)cc3C2)cc(OC)c1OC, NN, C1COCCO1, O. Starting materials: CCOC(=O)NS(=O)(=O)c1ccc2c(c1)CCN(C(=O)N(C)C)CC2, NC1CCCC1, C1COCCO1. Yields the product CN(C)C(=O)N1CCc2ccc(S(=O)(=O)NC(=O)NC3CCCC3)cc2CC1. As a reaction SMILES: [CH2:1]([O:2][C:4]([NH:5][S:6](=[O:7])(=[O:8])[c:9]1[cH:10][c:11]2[c:12]([cH:23][cH:24]1)[CH2:13][CH2:14][N:15]([C:18]([N:19]([CH3:20])[CH3:21])=[O:22])[CH2:16][CH2:17]2)=[O:25])[CH3:3].[CH:26]1([NH2:31])[CH2:27][CH2:28][CH2:29][CH2:30]1.[O:32]1[CH2:33][CH2:34][O:35][CH2:36][CH2:37]1>>[C:4]([NH:5][S:6](=[O:7])(=[O:8])[c:9]1[cH:10][c:11]2[c:12]([cH:23][cH:24]1)[CH2:13][CH2:14][N:15]([C:18]([N:19]([CH3:20])[CH3:21])=[O:22])[CH2:16][CH2:17]2)(=[O:25])[NH:31][CH:26]1[CH2:27][CH2:28][CH2:29][CH2:30]1. The reactants are COC(C1=C(C=CC(=C1)B1OC(C(O1)(C)C)(C)C)Cl)=O (2-chloro-5-(4,4,5,5-tetramethyl-[1,3,2]dioxaborolan-2-yl)-benzoic acid methyl ester), C([O-])([O-])=O.[Cs+].[Cs+] (cesium carbonate), ClC1=NC=C(C=C1)C (2-chloro-5-methylpyridine), ClC1=NC=C(C=C1)C (2-chloro-5-methylpyridine). Reagents/catalysts: [Pd].C1(=CC=CC=C1)P(C1=CC=CC=C1)C1=CC=CC=C1.C1(=CC=CC=C1)P(C1=CC=CC=C1)C1=CC=CC=C1.C1(=CC=CC=C1)P(C1=CC=CC=C1)C1=CC=CC=C1.C1(=CC=CC=C1)P(C1=CC=CC=C1)C1=CC=CC=C1 (tetrakis(triphenylphosphine) palladium), [Pd].C1(=CC=CC=C1)P(C1=CC=CC=C1)C1=CC=CC=C1.C1(=CC=CC=C1)P(C1=CC=CC=C1)C1=CC=CC=C1.C1(=CC=CC=C1)P(C1=CC=CC=C1)C1=CC=CC=C1.C1(=CC=CC=C1)P(C1=CC=CC=C1)C1=CC=CC=C1 (tetrakis(triphenylphosphine) palladium). Solvent: O1CCOCC1 (1,4-dioxane), C(C)#N (acetonitrile). Yields the product COC(C1=C(C=CC(=C1)C=1C=NC(=CC1)C)Cl)=O (2-Chloro-5-(6-methyl-pyridin-3-yl)-benzoic acid methyl ester). Isolated yield 31.5%. Reaction SMILES: [CH3:1][O:2][C:3](=[O:20])[C:4]1[CH:9]=[C:8](B2OC(C)(C)C(C)(C)O2)[CH:7]=[CH:6][C:5]=1[Cl:19].[C:21](=O)([O-])[O-].[Cs+].[Cs+].Cl[C:28]1[CH:33]=[CH:32][C:31](C)=[CH:30][N:29]=1>O1CCOCC1.C(#N)C.[Pd].C1(P(C2C=CC=CC=2)C2C=CC=CC=2)C=CC=CC=1.C1(P(C2C=CC=CC=2)C2C=CC=CC=2)C=CC=CC=1.C1(P(C2C=CC=CC=2)C2C=CC=CC=2)C=CC=CC=1.C1(P(C2C=CC=CC=2)C2C=CC=CC=2)C=CC=CC=1>[CH3:1][O:2][C:3](=[O:20])[C:4]1[CH:9]=[C:8]([C:31]2[CH:30]=[N:29][C:28]([CH3:21])=[CH:33][CH:32]=2)[CH:7]=[CH:6][C:5]=1[Cl:19] |f:1.2.3,7.8.9.10.11|. Procedure: To a mixture of 2-chloro-5-(4,4,5,5-tetramethyl-[1,3,2]dioxaborolan-2-yl)-benzoic acid methyl ester (628 mg, 2.12 mmol), cesium carbonate (1.38 g, 4.25 mmol), tetrakis(triphenylphosphine) palladium (62 mg, 0.08 mmol) and molecular sieves (2 g, 4 Å) in 1,4-dioxane (10 mL) was added 2-chloro-5-methylpyridine (226 mg, 1.77 mmol). The mixture was stirred for a few minutes at room temperature then warmed to 80° C. for 4 h. A further portion of tetrakis(triphenylphosphine) palladium (120 mg, 0.10 mmol... The reactants are BrB(Br)Br, COc1ccc(-c2cc3nncn3nc2C)cc1, ClC(Cl)Cl, ClCCl, O. Product: Cc1nn2cnnc2cc1-c1ccc(O)cc1. As a reaction SMILES: [B:4]([Br:5])([Br:6])[Br:7].[CH3:12][O:13][c:14]1[cH:15][cH:16][c:17](-[c:20]2[cH:21][c:22]3[n:23]([n:24][c:25]2[CH3:26])[cH:27][n:28][n:29]3)[cH:18][cH:19]1.[CH:8]([Cl:9])([Cl:10])[Cl:11].[Cl:1][CH2:2][Cl:3].[OH2:30]>>[OH:13][c:14]1[cH:15][cH:16][c:17](-[c:20]2[cH:21][c:22]3[n:23]([n:24][c:25]2[CH3:26])[cH:27][n:28][n:29]3)[cH:18][cH:19]1. Starting materials: O=C([O-])[O-], COCCI, CC(C)=O, [K+], [K+], Oc1cccc2ccsc12. Product: COCCOc1cccc2ccsc12. Reaction SMILES: [C:16](=[O:17])([O-:18])[O-:19].[CH3:11][O:12][CH2:13][CH2:14][I:15].[CH3:22][C:23](=[O:24])[CH3:25].[K+:20].[K+:21].[OH:1][c:2]1[cH:3][cH:4][cH:5][c:6]2[c:7]1[s:8][cH:9][cH:10]2>>[O:1]([c:2]1[cH:3][cH:4][cH:5][c:6]2[c:7]1[s:8][cH:9][cH:10]2)[CH2:14][CH2:13][O:12][CH3:11].